This data is from the Open Reaction Database (ORD), a public repository of structured organic reaction records. The task is: describe an organic reaction: reactants, conditions, products, and yield The reactants are CC(NC(=O)OC(C)(C)C)C(=O)NC(C)C(=O)N1CCCC1C(=O)OCc1ccccc1, CCO, CC(C)(C)O, [H][H]. Product: CC(NC(=O)OC(C)(C)C)C(=O)NC(C)C(=O)N1CCCC1C(=O)O. As a reaction SMILES: [CH2:1]([c:2]1[cH:3][cH:4][cH:5][cH:6][cH:7]1)[O:8][C:9]([CH:10]1[N:11]([C:15]([CH:16]([NH:17][C:18]([CH:19]([NH:20][C:21](=[O:22])[O:23][C:24]([CH3:25])([CH3:26])[CH3:27])[CH3:28])=[O:29])[CH3:30])=[O:31])[CH2:12][CH2:13][CH2:14]1)=[O:32].[CH3:35][CH2:36][OH:37].[CH3:38][C:39]([OH:40])([CH3:41])[CH3:42].[H:33][H:34]>>[O:8]=[C:9]([CH:10]1[N:11]([C:15]([CH:16]([NH:17][C:18]([CH:19]([NH:20][C:21](=[O:22])[O:23][C:24]([CH3:25])([CH3:26])[CH3:27])[CH3:28])=[O:29])[CH3:30])=[O:31])[CH2:12][CH2:13][CH2:14]1)[OH:32].